From a dataset of the Open Reaction Database (ORD), a public repository of structured organic reaction records. describe an organic reaction: reactants, conditions, products, and yield Reactants: COc1ccc(N2CCSCC2)c2sc(NC(=O)c3ccccc3)nc12, ClCCl, [O-][I+3]([O-])([O-])[O-], [Na+], C1COCCO1, O. Product: COc1ccc(N2CCS(=O)CC2)c2sc(NC(=O)c3ccccc3)nc12. As a reaction SMILES: [CH3:1][O:2][c:3]1[cH:4][cH:5][c:6]([N:21]2[CH2:22][CH2:23][S:24][CH2:25][CH2:26]2)[c:7]2[c:8]1[n:9][c:10]([NH:12][C:13]([c:14]1[cH:15][cH:16][cH:17][cH:18][cH:19]1)=[O:20])[s:11]2.[Cl:34][CH2:35][Cl:36].[I+3:27]([O-:28])([O-:29])([O-:30])[O-:31].[Na+:32].[O:37]1[CH2:38][CH2:39][O:40][CH2:41][CH2:42]1.[OH2:33]>>[CH3:1][O:2][c:3]1[cH:4][cH:5][c:6]([N:21]2[CH2:22][CH2:23][S:24](=[O:28])[CH2:25][CH2:26]2)[c:7]2[c:8]1[n:9][c:10]([NH:12][C:13]([c:14]1[cH:15][cH:16][cH:17][cH:18][cH:19]1)=[O:20])[s:11]2. Starting materials: C(C1=CC=CC=C1)OCC(=O)N (2-benzyloxy-acetamide), C1(CC1)C1=NC=C(N1C)C=O (2-cyclopropyl-3-methyl-3H-imidazole-4-carbaldehyde). Product: C(C1=CC=CC=C1)OCC1=NC=C(N1C)C=O (2-Benzyloxymethyl-3-methyl-3H-imidazole-4-carbaldehyde). RXN SMILES: [CH2:1]([O:8]CC(N)=O)[C:2]1[CH:7]=[CH:6][CH:5]=[CH:4][CH:3]=1.[CH:13]1([C:16]2[N:20]([CH3:21])[C:19]([CH:22]=[O:23])=[CH:18][N:17]=2)CC1>>[CH2:1]([O:8][CH2:13][C:16]1[N:20]([CH3:21])[C:19]([CH:22]=[O:23])=[CH:18][N:17]=1)[C:2]1[CH:7]=[CH:6][CH:5]=[CH:4][CH:3]=1. Reported procedure: 2-Benzyloxymethyl-3-methyl-3H-imidazole-4-carbaldehyde was prepared from 2-benzyloxy-acetamide in the same manner as 2-cyclopropyl-3-methyl-3H-imidazole-4-carbaldehyde (Example 46). Starting materials: C(C)NCC (diethylamine), [F-].C(CCC)[N+](CCCC)(CCCC)CCCC.O1CCCC1 (tetrabutylammonium fluoride tetrahydrofuran), O (Water). The solvent is CCCCCC.C(C)(C)O (hexane isopropyl alcohol). Conditions: temperature 50 celsius, time 4 hour. Product: octa-3,1′(3′H)-isobenzofuran, N1=C2C(=CC=C1)CCCCC2O (6,7,8,9-tetrahydro-5H-cyclohepta[b]pyridin-9-ol). As a reaction SMILES: [F-].C([N+:6]([CH2:15][CH2:16][CH2:17][CH3:18])([CH2:11][CH2:12][CH2:13][CH3:14])CCCC)CCC.O1CC[CH2:21][CH2:20]1.[OH2:24].C(NCC)C>CCCCCC.C(O)(C)C>[N:6]1[CH:11]=[CH:12][CH:13]=[C:14]2[CH2:20][CH2:21][CH2:18][CH2:17][CH:16]([OH:24])[C:15]=12 |f:0.1.2,5.6|. Procedure: 1 mL of 1 M tetrabutylammonium fluoride-tetrahydrofuran solution was added to the compound obtained in the above 1, and stirred at 50° C. for 4 hours. Then, the reaction liquid was cooled to room temperature. Water was added to the reaction liquid, and extracted with ethyl acetate. The ethyl acetate layer was washed with saturated saline water, and dried with anhydrous sodium sulfate. The solvent was evaporated off under reduced pressure, and the residue was separated and purified through basic ...